From a dataset of the Open Reaction Database (ORD), a public repository of structured organic reaction records. describe an organic reaction: reactants, conditions, products, and yield The reactants are C(C)(=O)C1=CC2=C(CC(NO2)=O)C=C1 (7-acetylbenzoxazinone), BrBr (bromine). The solvent is C(Cl)Cl (methylene chloride). Yields the product BrCC(=O)C1=CC2=C(CC(NO2)=O)C=C1 (7-(Bromoacetyl)benzoxazinone). Reaction SMILES: [C:1]([C:4]1[CH:14]=[CH:13][C:7]2[CH2:8][C:9](=[O:12])[NH:10][O:11][C:6]=2[CH:5]=1)(=[O:3])[CH3:2].[Br:15]Br>C(Cl)Cl>[Br:15][CH2:2][C:1]([C:4]1[CH:14]=[CH:13][C:7]2[CH2:8][C:9](=[O:12])[NH:10][O:11][C:6]=2[CH:5]=1)=[O:3]. Procedure: 0.01 mol of 7-acetylbenzoxazinone, described in Application EP 223,674, is dissolved in 100 cm3 of methylene chloride. 0.011 mol of bromine is added dropwise and with stirring via a dropping funnel, and stirring is maintained for 13 hours. The mixture is filtered and evaporated to dryness and the residue is recrystallized. Reactants: CC1CC(=O)OC(=O)C1, Cl, CC(C)(C)c1cc(Nc2ccccc2)cc(C(C)(C)C)c1O, [Na+], [OH-]. Product: CC(CC(=O)O)CC(=O)N(c1ccccc1)c1cc(C(C)(C)C)c(O)c(C(C)(C)C)c1. As a reaction SMILES: [CH3:23][CH:24]1[CH2:25][C:26](=[O:27])[O:28][C:29](=[O:31])[CH2:30]1.[ClH:32].[NH:1]([c:2]1[cH:3][cH:4][cH:5][cH:6][cH:7]1)[c:8]1[cH:9][c:10]([C:19]([CH3:20])([CH3:21])[CH3:22])[c:11]([OH:18])[c:12]([C:14]([CH3:15])([CH3:16])[CH3:17])[cH:13]1.[Na+:34].[OH-:33]>>[N:1]([c:2]1[cH:3][cH:4][cH:5][cH:6][cH:7]1)([c:8]1[cH:9][c:10]([C:19]([CH3:20])([CH3:21])[CH3:22])[c:11]([OH:18])[c:12]([C:14]([CH3:15])([CH3:16])[CH3:17])[cH:13]1)[C:29]([CH2:30][CH:24]([CH3:23])[CH2:25][C:26](=[O:27])[OH:28])=[O:31]. The product is O1C(=CC=C1)CN1C(=NC2=C1C=CC=C2)NC2CCN(CC2)CCOC=2SC=CN2 (1-(2-furanylmethyl)-N-[1-[2-(2-thiazolyloxy)ethyl]-4-piperidinyl]-1H-benzimidazol-2-amine). Run in O (Water). As a reaction SMILES: [O:1]1[CH:5]=[CH:4][CH:3]=[C:2]1[CH2:6][N:7]1[C:11]2[CH:12]=[CH:13][CH:14]=[CH:15][C:10]=2[N:9]=[C:8]1[NH:16][CH:17]1[CH2:22][CH2:21][N:20]([CH2:23][CH2:24][OH:25])[CH2:19][CH2:18]1.CS(C)=O.[H-].[Na+].Br[C:33]1[S:34][CH:35]=[CH:36][N:37]=1>O>[O:1]1[CH:5]=[CH:4][CH:3]=[C:2]1[CH2:6][N:7]1[C:11]2[CH:12]=[CH:13][CH:14]=[CH:15][C:10]=2[N:9]=[C:8]1[NH:16][CH:17]1[CH2:22][CH2:21][N:20]([CH2:23][CH2:24][O:25][C:33]2[S:34][CH:35]=[CH:36][N:37]=2)[CH2:19][CH2:18]1 |f:2.3|. Reported procedure: To a stirred mixture of 5.1 parts of 4-[[1-(2-furanylmethyl)-1H-benzimidazol-2-yl]amino]-1-piperidineethanol and 100 parts of dimethyl sulfoxide were added portionwise 0.9 parts of a sodium hydride dispersion 50%. After stirring for 1 hour at room temperature, 2.5 parts of 2-bromothiazole were added dropwise. Upon completion, stirring was continued overnight at room temperature. Water was added and the product was extracted twice with trichloromethane. The combined extracts were dried, filtered ... Conditions: time 1 hour. Starting materials: BrC=1SC=CN1 (2-bromothiazole), O1C(=CC=C1)CN1C(=NC2=C1C=CC=C2)NC2CCN(CC2)CCO (4-[[1-(2-furanylmethyl)-1H-benzimidazol-2-yl]amino]-1-piperidineethanol), CS(=O)C (dimethyl sulfoxide), [H-].[Na+] (sodium hydride). The reactants are NC1=C(C(=O)NCCN2CCC(CC2)NC2=NC3=C(N2CC2=CC=C(C=C2)F)C=CC=C3)C=CC=C1 (2-amino-N-[2-[4-[[1-[(4-fluorophenyl)methyl]-1H-benzimidazol-2-yl]amino]-1-piperidinyl]ethyl]benzamide), C(=O)O (formic acid). Run in CC1=CC=CC=C1 (methylbenzene). Product: FC1=CC=C(C=C1)CN1C(=NC2=C1C=CC=C2)NC2CCN(CC2)CCN2C=NC1=CC=CC=C1C2=O (3-[2-[4-[[1-[(4-fluorophenyl)methyl]-1H-benzimidazol-2-yl]amino]-1-piperidinyl]ethyl]-4(3H)-quinazolinone). Isolated yield 73.0%. Reaction SMILES: [NH2:1][C:2]1[CH:36]=[CH:35][CH:34]=[CH:33][C:3]=1[C:4]([NH:6][CH2:7][CH2:8][N:9]1[CH2:14][CH2:13][CH:12]([NH:15][C:16]2[N:20]([CH2:21][C:22]3[CH:27]=[CH:26][C:25]([F:28])=[CH:24][CH:23]=3)[C:19]3[CH:29]=[CH:30][CH:31]=[CH:32][C:18]=3[N:17]=2)[CH2:11][CH2:10]1)=[O:5].[CH:37](O)=O>CC1C=CC=CC=1>[F:28][C:25]1[CH:26]=[CH:27][C:22]([CH2:21][N:20]2[C:19]3[CH:29]=[CH:30][CH:31]=[CH:32][C:18]=3[N:17]=[C:16]2[NH:15][CH:12]2[CH2:13][CH2:14][N:9]([CH2:8][CH2:7][N:6]3[C:4](=[O:5])[C:3]4[C:2](=[CH:36][CH:35]=[CH:34][CH:33]=4)[N:1]=[CH:37]3)[CH2:10][CH2:11]2)=[CH:23][CH:24]=1. Procedure details: A mixture of 4.86 parts of 2-amino-N-[2-[4-[[1-[(4-fluorophenyl)methyl]-1H-benzimidazol-2-yl]amino]-1-piperidinyl]ethyl]benzamide, 1.4 parts of formic acid and 45 parts of methylbenzene was stirred and refluxed overnight. The reaction mixture was evaporated and the residue was taken up in trichloromethane, water and ammonium hydroxide. The organic phase was separated, dried, filtered and evaporated. The residue was crystallized from acetonitrile, yielding 3.6 parts (73%) of 3-[2-[4-[[1-[(4-fluor... Starting materials: N1=CC=C(C=C1)CC1C2=CC=CC=C2C=2C=CC=CC12 (9-(4-pyridinylmethyl)-9H-fluorene), CO (carbinol). Product: N1=CC=C(C=C1)CC1(C2=CC=CC=C2C=2C=CC=CC12)O (9-(4-pyridinylmethyl)-9H-fluoren-9-ol). Reaction SMILES: [N:1]1[CH:6]=[CH:5][C:4]([CH2:7][CH:8]2[C:20]3[CH:19]=[CH:18][CH:17]=[CH:16][C:15]=3[C:14]3[C:9]2=[CH:10][CH:11]=[CH:12][CH:13]=3)=[CH:3][CH:2]=1.C[OH:22]>>[N:1]1[CH:2]=[CH:3][C:4]([CH2:7][C:8]2([OH:22])[C:9]3[CH:10]=[CH:11][CH:12]=[CH:13][C:14]=3[C:15]3[C:20]2=[CH:19][CH:18]=[CH:17][CH:16]=3)=[CH:5][CH:6]=1. Procedure details: By substituting 9-(4-pyridinylmethyl)-9H-fluorene in Prep 3, the corresponding carbinol was obtained. Conditions: time 2 hour. Solvent: ClCCl (dichloromethane), C1(=CC=CC=C1)OC (anisole). Yield: 53.3%. As a reaction SMILES: FC(F)(F)C(O)=O.[NH2:8][C:9]1[S:13][N:12]=[C:11]([C:14](=[N:51][O:52][CH2:53][CH3:54])[C:15]([NH:17][CH:18]2[C:49](=[O:50])[N:20]3[C:21]([C:33]([O:35]C(C4C=CC=CC=4)C4C=CC=CC=4)=[O:34])=[C:22]([CH:25]=[CH:26][C:27]4[CH:28]=[N:29][CH:30]=[CH:31][CH:32]=4)[CH2:23][S:24][C@H:19]23)=[O:16])[N:10]=1.C(OC(C)C)(C)C>ClCCl.C1(OC)C=CC=CC=1>[NH2:8][C:9]1[S:13][N:12]=[C:11]([C:14](=[N:51][O:52][CH2:53][CH3:54])[C:15]([NH:17][CH:18]2[C:49](=[O:50])[N:20]3[C:21]([C:33]([OH:35])=[O:34])=[C:22]([CH:25]=[CH:26][C:27]4[CH:28]=[N:29][CH:30]=[CH:31][CH:32]=4)[CH2:23][S:24][C@H:19]23)=[O:16])[N:10]=1. Reactants: FC(C(=O)O)(F)F (Trifluoroacetic acid), NC1=NC(=NS1)C(C(=O)NC1[C@@H]2N(C(=C(CS2)C=CC=2C=NC=CC2)C(=O)OC(C2=CC=CC=C2)C2=CC=CC=C2)C1=O)=NOCC (benzhydryl 7-[2-(5-amino-1,2,4-thiadiazol-3-yl)-2-ethoxyiminoacetamido]-3-[2-(3-pyridyl)vinyl]-3-cephem-4-carboxylate), C(C)(C)OC(C)C (isopropyl ether). The product is NC1=NC(=NS1)C(C(=O)NC1[C@@H]2N(C(=C(CS2)C=CC=2C=NC=CC2)C(=O)O)C1=O)=NOCC (7-[2-(5-amino-1,2,4-thiadiazol-3-yl)-2-ethoxyiminoacetamido]-3-[2-(3-pyridyl)vinyl]-3-cephem-4-carboxylic acid). Procedure: Trifluoroacetic acid (1.2 ml) was added to a suspension of benzhydryl 7-[2-(5-amino-1,2,4-thiadiazol-3-yl)-2-ethoxyiminoacetamido]-3-[2-(3-pyridyl)vinyl]-3-cephem-4-carboxylate (syn isomer) (cis-trans mixture) (1.0 g) in dichloromethane (10 ml) and anisole (0.65 ml) at ambient temperature and stirred for 2 hours at the same temperature. To the resulting solution was added isopropyl ether (50 ml) and stirred. The precipitates, collected by filtration, were washed with diisopropyl ether. The preci... Reactants: CCC(CC)c1cc(C)nn2c(-c3sccc3C#N)c(C)nc12, CCOCC, ClCCl, O=C1CCC(=O)N1Br. The product is CCC(CC)c1cc(C)nn2c(-c3sc(Br)cc3C#N)c(C)nc12. As a reaction SMILES: [CH2:1]([CH3:2])[CH:3]([CH2:4][CH3:5])[c:6]1[c:7]2[n:8]([n:9][c:10]([CH3:12])[cH:11]1)[c:13](-[c:17]1[s:18][cH:19][cH:20][c:21]1[C:22]#[N:23])[c:14]([CH3:16])[n:15]2.[CH3:35][CH2:36][O:37][CH2:38][CH3:39].[Cl:24][CH2:25][Cl:26].[O:27]=[C:28]1[N:29]([Br:34])[C:30](=[O:31])[CH2:32][CH2:33]1>>[CH2:1]([CH3:2])[CH:3]([CH2:4][CH3:5])[c:6]1[c:7]2[n:8]([n:9][c:10]([CH3:12])[cH:11]1)[c:13](-[c:17]1[s:18][c:19]([Br:34])[cH:20][c:21]1[C:22]#[N:23])[c:14]([CH3:16])[n:15]2.